This data is from the Open Reaction Database (ORD), a public repository of structured organic reaction records. The task is: describe an organic reaction: reactants, conditions, products, and yield The reactants are C[O-], CO, CCOC(C)=O, [Cl-], ClCCl, Cl, COCCOCc1cn(Cc2ccc(F)cc2F)c2cnc(C(=O)OC)cc12, NO, [NH4+], [Na+]. Product: COCCOCc1cn(Cc2ccc(F)cc2F)c2cnc(C(=O)NO)cc12. RXN SMILES: [CH3:32][O-:33].[CH3:37][OH:38].[CH3:39][CH2:40][O:41][C:42]([CH3:43])=[O:44].[Cl-:35].[Cl:45][CH2:46][Cl:47].[ClH:29].[F:1][c:2]1[c:3]([CH2:4][n:5]2[cH:6][c:7]([CH2:18][O:19][CH2:20][CH2:21][O:22][CH3:23])[c:8]3[c:9]2[cH:10][n:11][c:12]([C:14]([O:16][CH3:15])=[O:17])[cH:13]3)[cH:24][cH:25][c:26]([F:28])[cH:27]1.[NH2:30][OH:31].[NH4+:36].[Na+:34]>>[F:1][c:2]1[c:3]([CH2:4][n:5]2[cH:6][c:7]([CH2:18][O:19][CH2:20][CH2:21][O:22][CH3:23])[c:8]3[c:9]2[cH:10][n:11][c:12]([C:14](=[O:16])[NH:30][OH:31])[cH:13]3)[cH:24][cH:25][c:26]([F:28])[cH:27]1.